From a dataset of the Open Reaction Database (ORD), a public repository of structured organic reaction records. describe an organic reaction: reactants, conditions, products, and yield Reactants: COC(/C(=N/OC)/C1=C(C=CC=C1)OC1=CC(=CC=C1)C)=O ((E)-methyl-2-[2-(3-methylphenoxy)phenyl]-2-methoxyiminoacetate), BrN1C(CCC1=O)=O (N-bromosuccinimide), C(C1=CC=CC=C1)(=O)OOC(C1=CC=CC=C1)=O (benzoyl peroxide), resultant mixture. The solvent is C1=CC=CC=C1 (benzene). Yields the product COC(/C(=N/OC)/C1=C(C=CC=C1)OC1=CC(=CC=C1)CBr)=O ((E)-methyl-2-[2-(3-bromomethylphenoxy)phenyl]-2-methoxyiminoacetate). Isolated yield 79.1%. As a reaction SMILES: [CH3:1][O:2][C:3](=[O:22])/[C:4](/[C:8]1[CH:13]=[CH:12][CH:11]=[CH:10][C:9]=1[O:14][C:15]1[CH:20]=[CH:19][CH:18]=[C:17]([CH3:21])[CH:16]=1)=[N:5]/[O:6][CH3:7].[Br:23]N1C(=O)CCC1=O.C(OOC(=O)C1C=CC=CC=1)(=O)C1C=CC=CC=1>C1C=CC=CC=1>[CH3:1][O:2][C:3](=[O:22])/[C:4](/[C:8]1[CH:13]=[CH:12][CH:11]=[CH:10][C:9]=1[O:14][C:15]1[CH:20]=[CH:19][CH:18]=[C:17]([CH2:21][Br:23])[CH:16]=1)=[N:5]/[O:6][CH3:7]. Procedure details: To a solution of (E)-methyl-2-[2-(3-methylphenoxy)phenyl]-2-methoxyiminoacetate (4.60 g) in benzene (120 ml), N-bromosuccinimide (2.88 g) and benzoyl peroxide (0.37 g) were added, and the resultant mixture was refluxed for 1 hour, followed by cooling to room temperature. Insoluble materials were removed by filtration and, after removal of the solvent, the residue was purified by silica gel column chromatography to give (E)-methyl-2-[2-(3-bromomethylphenoxy)phenyl]-2-methoxyiminoacetate (4.60 g). The reactants are C(#N)C1CN(CC1C1=CC(=C(C=C1)OC)OC1CCCC1)CC1=CC=CC=C1 (3-cyano-4-(3-cyclopentoxy-4-methoxyphenyl)-1-(phenylmethyl)pyrrolidine), ClC(=O)OC (methyl chloroformate). The solvent is CC#N (CH3CN). Reaction conditions: temperature 80 celsius. Yields the product C(#N)[C@@H]1CN(C[C@H]1C1=CC(=C(C=C1)OC)OC1CCCC1)C(=O)OC (trans-3-cyano-4-(3-cyclopentoxy-4-methoxyphenyl)-1-(methoxycarbonyl)pyrrolidine). Yield: 85.6%. RXN SMILES: [C:1]([CH:3]1[CH:7]([C:8]2[CH:13]=[CH:12][C:11]([O:14][CH3:15])=[C:10]([O:16][CH:17]3[CH2:21][CH2:20][CH2:19][CH2:18]3)[CH:9]=2)[CH2:6][N:5](CC2C=CC=CC=2)[CH2:4]1)#[N:2].Cl[C:30]([O:32][CH3:33])=[O:31]>CC#N>[C:1]([C@H:3]1[C@H:7]([C:8]2[CH:13]=[CH:12][C:11]([O:14][CH3:15])=[C:10]([O:16][CH:17]3[CH2:21][CH2:20][CH2:19][CH2:18]3)[CH:9]=2)[CH2:6][N:5]([C:30]([O:32][CH3:33])=[O:31])[CH2:4]1)#[N:2]. Procedure: To a solution of 3-cyano-4-(3-cyclopentoxy-4-methoxyphenyl)-1-(phenylmethyl)pyrrolidine (300 mg, 0.79 mmol) in 2 mL of CH3CN in a thick-walled glass sealable tube was added methyl chloroformate (300 mg, 3.19 mmol). The tube was sealed and the resulting solution was heated to 80° C. for 12 hr. After cooling to room temperature, the solution was concentrated. Silica gel chromatography of the residue (2:1, hexanes:ethyl acetate) provided trans-3-cyano-4-(3-cyclopentoxy-4-methoxyphenyl)-1-(methoxyca... The yield is 76.3%. Run in C1CCOC1 (THF), C1CCOC1 (THF). Product: CN(C)CC1=NNC2=CC=CC=C12 (3-dimethylaminomethyl-1H-indazole). Conditions: time 30 minute. Procedure: Lithium aluminum hydride (13.7 g, 36.1 mmol) was suspended in THF (500 mL), and the suspension was added with a solution of N,N-dimethyl-1H-indazole-3-carboxamide obtained in Step 1 (34.2 g, 181 mmol) in THF (250 mL), followed by stirring at room temperature under the flow of nitrogen gas for 30 minutes. The reaction mixture was mixed with sodium sulfate decahydrate, was stirred for further 1 hour and was filtered through Celite. The solvent was evaporated under reduced pressure to obtain 3-dime... Starting materials: [H-].[Al+3].[Li+].[H-].[H-].[H-] (Lithium aluminum hydride), CN(C(=O)C1=NNC2=CC=CC=C12)C (N,N-dimethyl-1H-indazole-3-carboxamide), O.O.O.O.O.O.O.O.O.O.S(=O)(=O)([O-])[O-].[Na+].[Na+] (sodium sulfate decahydrate). RXN SMILES: [H-].[Al+3].[Li+].[H-].[H-].[H-].[CH3:7][N:8]([CH3:20])[C:9]([C:11]1[C:19]2[C:14](=[CH:15][CH:16]=[CH:17][CH:18]=2)[NH:13][N:12]=1)=O.O.O.O.O.O.O.O.O.O.O.S([O-])([O-])(=O)=O.[Na+].[Na+]>C1COCC1>[CH3:20][N:8]([CH2:9][C:11]1[C:19]2[C:14](=[CH:15][CH:16]=[CH:17][CH:18]=2)[NH:13][N:12]=1)[CH3:7] |f:0.1.2.3.4.5,7.8.9.10.11.12.13.14.15.16.17.18.19|. The reactants are C1CCOC1, CCOc1cc(C(=O)Cl)ccc1OC, [H-], N#CCC#N, [Na+]. Product: CCOc1cc(C(O)=C(C#N)C#N)ccc1OC. As a reaction SMILES: [CH2:22]1[O:23][CH2:24][CH2:25][CH2:26]1.[CH2:8]([CH3:9])[O:10][c:11]1[cH:12][c:13]([C:14](=[O:15])[Cl:16])[cH:17][cH:18][c:19]1[O:20][CH3:21].[H-:2].[N:3]#[C:4][CH2:5][C:6]#[N:7].[Na+:1]>>[N:3]#[C:4][C:5]([C:6]#[N:7])=[C:14]([c:13]1[cH:12][c:11]([O:10][CH2:8][CH3:9])[c:19]([O:20][CH3:21])[cH:18][cH:17]1)[OH:15]. Reactants: NC=1C=CC=C2C=C(N(C12)C)C(=O)OCC (ethyl 7-amino-1-methyl-2-indolecarboxylate), C(C1=CC=CC=C1)OC(=O)NCCC=O (3-(benzyloxycarbonylamino)propion aldehyde), C(#N)[BH3-].[Na+] (sodium cyanoborohydride), 3A, O.N (ammonia water), C(=O)[O-].[NH4+] (ammonium formate). The reagents and catalysts are [Pd] (palladium/carbon). Solvent: CO (methanol), C(C)(=O)O (acetic acid). Reaction conditions: time 4.5 hour. Yields the product NCCCNC=1C=CC=C2C=C(N(C12)C)C(=O)OCC (ethyl 7-[(3-aminopropyl)amino]-1-methyl-2-indolecarboxylate). The yield is 20.6%. RXN SMILES: [NH2:1][C:2]1[CH:3]=[CH:4][CH:5]=[C:6]2[C:10]=1[N:9]([CH3:11])[C:8]([C:12]([O:14][CH2:15][CH3:16])=[O:13])=[CH:7]2.C(OC([NH:27][CH2:28][CH2:29][CH:30]=O)=O)C1C=CC=CC=1.C([BH3-])#N.[Na+].O.N.C([O-])=O.[NH4+]>[Pd].CO.C(O)(=O)C>[NH2:27][CH2:28][CH2:29][CH2:30][NH:1][C:2]1[CH:3]=[CH:4][CH:5]=[C:6]2[C:10]=1[N:9]([CH3:11])[C:8]([C:12]([O:14][CH2:15][CH3:16])=[O:13])=[CH:7]2 |f:2.3,4.5,6.7|. Reported procedure: A mixture of 4.00 g (18.3 mmol) of ethyl 7-amino-1-methyl-2-indolecarboxylate, 7.60 g (37.6 mmol) of 3-(benzyloxycarbonylamino)propion aldehyde, 2.43 g (38.6 mmol) of sodium cyanoborohydride, 2.1 ml of acetic acid, 5.0 g of molecular sieves 3A and 200 ml of methanol was stirred at room temperature for 4.5 hours. After 28% ammonia water was added to the reaction solution to render the system alkaline, the reaction mixture was extracted three times with ethyl acetate. The combined extracts were th... Reactants: ClCC(C(C(=O)OCC)=NOCCOCC)=O (ethyl 4-chloro-2-(2-ethoxyethoxyimino)-3-oxobutyrate), NC(=S)N (thiourea), C(C)(=O)[O-].[Na+] (sodium acetate), C(C)O (ethanol). Run in O (water). Conditions: temperature 40 celsius, time 5 hour. The product is Cl.NC=1SC=C(N1)C(C(=O)OCC)=NOCCOCC (ethyl 2-(2-aminothiazol-4-yl)-2-(2-ethoxyethoxyimino)acetate hydrochloride). The yield is 33.4%. As a reaction SMILES: [Cl:1][CH2:2][C:3](=O)[C:4](=[N:10][O:11][CH2:12][CH2:13][O:14][CH2:15][CH3:16])[C:5]([O:7][CH2:8][CH3:9])=[O:6].[NH2:18][C:19]([NH2:21])=[S:20].C([O-])(=O)C.[Na+].C(O)C>O>[ClH:1].[NH2:21][C:19]1[S:20][CH:2]=[C:3]([C:4](=[N:10][O:11][CH2:12][CH2:13][O:14][CH2:15][CH3:16])[C:5]([O:7][CH2:8][CH3:9])=[O:6])[N:18]=1 |f:2.3,6.7|. Procedure: A mixture of ethyl 4-chloro-2-(2-ethoxyethoxyimino)-3-oxobutyrate (syn isomer, 56.5 g.), thiourea (19.4 g.), sodium acetate (20.9 g.), ethanol (140 ml.) and water (140 ml.) was stirred at 40° C. for 5 hours. After removing the ethanol from the resultant solution in vacuo, the aqueous solution was adjusted to pH 6.5 with aqueous sodium bicarbonate and then extracted with ethyl acetate. Conc. hydrochloric acid was added to the stirred ethyl acetate extract under ice-cooling to form the precipitate... The reactants are CN1CC=2NC3=CC=C(C=C3C2CC1)C (2,6-dimethyl-2,3,4,9-tetrahydro-1H-pyrido[3,4-b]indole), CuSO4.5H2O, N1=CC=CC2=CC=C3C=CC=NC3=C12 (1,10-phenanthroline), [O-]P(=O)([O-])[O-].[K+].[K+].[K+] (K3PO4), BrC#CC1=CC=C(C=C1)Cl (1-(bromoethynyl)-4-chlorobenzene). Run in C1(=CC=CC=C1)C (toluene). Conditions: temperature 80 celsius. Product: ClC1=CC=C(C=C1)C#CN1C2=C(C3=CC(=CC=C13)C)CCN(C2)C (9-((4-chlorophenyl)ethynyl)-2,6-dimethyl-2,3,4,9-tetrahydro-1H-pyrido[3,4-b]indole). The yield is 7.2%. RXN SMILES: [CH3:1][N:2]1[CH2:14][CH2:13][C:12]2[C:11]3[C:6](=[CH:7][CH:8]=[C:9]([CH3:15])[CH:10]=3)[NH:5][C:4]=2[CH2:3]1.N1C2C(=CC=C3C=2N=CC=C3)C=CC=1.[O-]P([O-])([O-])=O.[K+].[K+].[K+].Br[C:39]#[C:40][C:41]1[CH:46]=[CH:45][C:44]([Cl:47])=[CH:43][CH:42]=1>C1(C)C=CC=CC=1>[Cl:47][C:44]1[CH:45]=[CH:46][C:41]([C:40]#[C:39][N:5]2[C:6]3[C:11](=[CH:10][C:9]([CH3:15])=[CH:8][CH:7]=3)[C:12]3[CH2:13][CH2:14][N:2]([CH3:1])[CH2:3][C:4]2=3)=[CH:42][CH:43]=1 |f:2.3.4.5|. Procedure: 2,6-dimethyl-2,3,4,9-tetrahydro-1H-pyrido[3,4-b]indole (200 mg, 1 mmol) was mixed with CuSO4.5H2O (50 mg, 0.2 mmol), 1,10-phenanthroline (72 mg, 0.4 mmol), K3PO4 (425 mg, 2 mmol) and 1-(bromoethynyl)-4-chlorobenzene (237 mg, 1.1 mmol) in toluene (8-10 ml). The reaction mixture was flushed with nitrogen and heated at 80° C. for 16 h. The reaction mixture was filtered through Celite, and the Celite bed was rinsed with dichloromethane. Combined organic layer was concentrated under reduced pressure ...